Dataset: the Open Reaction Database (ORD), a public repository of structured organic reaction records. Task: describe an organic reaction: reactants, conditions, products, and yield Reactants: COC([C@@H](N)CC1=CC=C(C=C1)NC(=O)C1=C(C=CC=C1Cl)Cl)=O (4-[[(2,6-dichlorophenyl)carbonyl]amino]-L-phenylalanine methyl ester), C(C)C1=C(C(=O)O)C(=CC=C1)C (2-ethyl-6-methylbenzoic acid). Product: COC([C@@H](NC(=O)C1=C(C=CC=C1C)CC)CC1=CC=C(C=C1)NC(=O)C1=C(C=CC=C1Cl)Cl)=O (4-[[(2,6-Dichlorophenyl)carbonyl]amino]-N-[(2-ethyl-6-methylphenyl)carbonyl]-L-phenylalanine methyl ester). Yield: 46.0%. RXN SMILES: [CH3:1][O:2][C:3](=[O:24])[C@H:4]([CH2:6][C:7]1[CH:12]=[CH:11][C:10]([NH:13][C:14]([C:16]2[C:21]([Cl:22])=[CH:20][CH:19]=[CH:18][C:17]=2[Cl:23])=[O:15])=[CH:9][CH:8]=1)[NH2:5].[CH2:25]([C:27]1[CH:35]=[CH:34][CH:33]=[C:32]([CH3:36])[C:28]=1[C:29](O)=[O:30])[CH3:26]>>[CH3:1][O:2][C:3](=[O:24])[C@H:4]([CH2:6][C:7]1[CH:8]=[CH:9][C:10]([NH:13][C:14]([C:16]2[C:21]([Cl:22])=[CH:20][CH:19]=[CH:18][C:17]=2[Cl:23])=[O:15])=[CH:11][CH:12]=1)[NH:5][C:29]([C:28]1[C:32]([CH3:36])=[CH:33][CH:34]=[CH:35][C:27]=1[CH2:25][CH3:26])=[O:30]. Procedure details: 4-[[(2,6-Dichlorophenyl)carbonyl]amino]-N-[(2-ethyl-6-methylphenyl)carbonyl]-L-phenylalanine methyl ester was prepared in 46% yield from 4-[[(2,6-dichlorophenyl)carbonyl]amino]-L-phenylalanine methyl ester and 2-ethyl-6-methylbenzoic acid using the general procedure described in example 3. HR MS: Obs. mass, 513.1359. Calcd. mass, 513.1348 (M+H). Reaction SMILES: [C:1]12([CH2:11][CH2:12][O:13][c:14]3[cH:15][cH:16][c:17]([CH2:20][CH2:21][NH:22][CH2:23][CH:24]([O:25][Si:26]([C:27]([CH3:28])([CH3:29])[CH3:30])([CH3:31])[CH3:32])[c:33]4[cH:34][cH:35][c:36]([O:42][CH2:43][c:44]5[cH:45][cH:46][cH:47][cH:48][cH:49]5)[c:37]([NH:39][CH:40]=[O:41])[cH:38]4)[cH:18][cH:19]3)[CH2:2][CH:3]3[CH2:4][CH:5]([CH2:6][CH:7]([CH2:8]1)[CH2:9]3)[CH2:10]2.[CH3:51][CH2:52][CH2:53][CH2:54][N+:55]([CH2:56][CH2:57][CH2:58][CH3:59])([CH2:60][CH2:61][CH2:62][CH3:63])[CH2:64][CH2:65][CH2:66][CH3:67].[F-:50].[O:68]1[CH2:69][CH2:70][CH2:71][CH2:72]1>>[C:1]12([CH2:11][CH2:12][O:13][c:14]3[cH:15][cH:16][c:17]([CH2:20][CH2:21][NH:22][CH2:23][CH:24]([OH:25])[c:33]4[cH:34][cH:35][c:36]([O:42][CH2:43][c:44]5[cH:45][cH:46][cH:47][cH:48][cH:49]5)[c:37]([NH:39][CH:40]=[O:41])[cH:38]4)[cH:18][cH:19]3)[CH2:2][CH:3]3[CH2:4][CH:5]([CH2:6][CH:7]([CH2:8]1)[CH2:9]3)[CH2:10]2. Reactants: CC(C)(C)[Si](C)(C)OC(CNCCc1ccc(OCCC23CC4CC(CC(C4)C2)C3)cc1)c1ccc(OCc2ccccc2)c(NC=O)c1, CCCC[N+](CCCC)(CCCC)CCCC, [F-], C1CCOC1. Yields the product O=CNc1cc(C(O)CNCCc2ccc(OCCC34CC5CC(CC(C5)C3)C4)cc2)ccc1OCc1ccccc1. The product is COC(=O)C1CCC(C(=O)O)CC1. The reactants are CO, COC(=O)C1CCC(C(=O)OC)CC1, [K+], [OH-]. Reaction SMILES: [CH3:17][OH:18].[CH:1]1([C:11](=[O:12])[O:13][CH3:14])[CH2:2][CH2:3][CH:4]([C:7](=[O:8])[O:9][CH3:10])[CH2:5][CH2:6]1.[K+:16].[OH-:15]>>[CH:1]1([C:11](=[O:12])[OH:13])[CH2:2][CH2:3][CH:4]([C:7](=[O:8])[O:9][CH3:10])[CH2:5][CH2:6]1. The reactants are CNC (dimethylamine), NC1=NC=2C=CC=CC2C2=C1N=C(N2CCCN(CCCCl)CC=2C=C(C=CC2)CC(=O)OC)CCCC (Methyl 2-(3-(((3-(4-amino-2-butyl-1H-imidazo[4,5-c]quinolin-1-yl)propyl)(3-chloropropyl)amino)methyl)phenyl)acetate), [I-].[Na+] (sodium iodide). Solvent: C1CCOC1 (THF), CN(C)C=O (DMF). Run at temperature 55 celsius. Product: NC1=NC=2C=CC=CC2C2=C1N=C(N2CCCN(CCCN(C)C)CC=2C=C(C=CC2)CC(=O)OC)CCCC (Methyl 2-(3-(((3-(4-amino-2-butyl-1H-imidazo[4,5-c]quinolin-1-yl)propyl)(3-(dimethylamino)propyl)amino)methyl)phenyl)acetate). Reaction SMILES: [CH3:1][NH:2][CH3:3].[NH2:4][C:5]1[C:14]2[N:15]=[C:16]([CH2:38][CH2:39][CH2:40][CH3:41])[N:17]([CH2:18][CH2:19][CH2:20][N:21]([CH2:26][C:27]3[CH:28]=[C:29]([CH2:33][C:34]([O:36][CH3:37])=[O:35])[CH:30]=[CH:31][CH:32]=3)[CH2:22][CH2:23][CH2:24]Cl)[C:13]=2[C:12]2[CH:11]=[CH:10][CH:9]=[CH:8][C:7]=2[N:6]=1.[I-].[Na+]>C1COCC1.CN(C=O)C>[NH2:4][C:5]1[C:14]2[N:15]=[C:16]([CH2:38][CH2:39][CH2:40][CH3:41])[N:17]([CH2:18][CH2:19][CH2:20][N:21]([CH2:26][C:27]3[CH:28]=[C:29]([CH2:33][C:34]([O:36][CH3:37])=[O:35])[CH:30]=[CH:31][CH:32]=3)[CH2:22][CH2:23][CH2:24][N:2]([CH3:3])[CH3:1])[C:13]=2[C:12]2[CH:11]=[CH:10][CH:9]=[CH:8][C:7]=2[N:6]=1 |f:2.3|. Procedure details: A solution of dimethylamine in THF (2M, 6 mL) was added to a mixture of the product from step (ix) (1.17 mmol) and sodium iodide (250 mg) in DMF (5 mL) at rt. The mixture was heated at 55° C. in a sealed vessel for 24 h, cooled, filtered and the filtrate purifed by RPHPLC. The fractions containing the desired compound were evaporated to dryness and the residue triturated with ether/isohexane, 270 mg. The reactants are COC(C=1C(C(=O)OC)=C(C=CC1)OCC1=CC=CC=C1)=O (3-benzyloxy-phthalic acid dimethyl ester), [OH-].[Na+] (NaOH). The solvent is C(C)O (ethanol). Product: C(C1=CC=CC=C1)OC1=C(C(C(=O)O)=CC=C1)C(=O)O (3-benzyloxy-phthalic acid). Yield: 73.5%. As a reaction SMILES: C[O:2][C:3](=[O:22])[C:4]1[C:5](=[C:10]([O:14][CH2:15][C:16]2[CH:21]=[CH:20][CH:19]=[CH:18][CH:17]=2)[CH:11]=[CH:12][CH:13]=1)[C:6]([O:8]C)=[O:7].[OH-].[Na+]>C(O)C>[CH2:15]([O:14][C:10]1[CH:11]=[CH:12][CH:13]=[C:4]([C:3]([OH:22])=[O:2])[C:5]=1[C:6]([OH:8])=[O:7])[C:16]1[CH:21]=[CH:20][CH:19]=[CH:18][CH:17]=1 |f:1.2|. Reported procedure: A mixture of 3-benzyloxy-phthalic acid dimethyl ester (1.64 g, 5.50 mmol) and 3N NaOH (50 mL) in ethanol (100 mL) was heated to reflux for 1 h and cooled to room temperature. The solvent was removed under vacuum and the residue was dissolved in water (100 mL), washed with CH2Cl2 (2×100 mL) and acidified with 6N HCl to pH 1-2. The precipitate was filtered and washed with water (100 mL) to give 3-benzyloxy-phthalic acid as a white solid (1.10 g, 74% yield); 1H NMR (DMSO-d6) δ 5.20 (s, 2H), 7.29-7....